From a dataset of the Open Reaction Database (ORD), a public repository of structured organic reaction records. describe an organic reaction: reactants, conditions, products, and yield Starting materials: CCO, CCCCCCOC(=O)Cl, ClCCl, Cl, Cn1c(CNc2ccc(C(=N)N)cc2)nc2cc(C(=O)N(CCCOCc3ccccc3)c3ccccc3)ccc21. Product: CCCCCCOC(=O)NC(=N)c1ccc(NCc2nc3cc(C(=O)N(CCCOCc4ccccc4)c4ccccc4)ccc3n2C)cc1. RXN SMILES: [CH2:53]([OH:54])[CH3:55].[Cl:43][C:44](=[O:45])[O:46][CH2:47][CH2:48][CH2:49][CH2:50][CH2:51][CH3:52].[Cl:56][CH2:57][Cl:58].[ClH:1].[c:2]1([N:8]([C:9](=[O:10])[c:11]2[cH:12][c:13]3[c:14]([n:15]([CH3:29])[c:16]([CH2:18][NH:19][c:20]4[cH:21][cH:22][c:23]([C:26]([NH2:27])=[NH:28])[cH:24][cH:25]4)[n:17]3)[cH:30][cH:31]2)[CH2:32][CH2:33][CH2:34][O:35][CH2:36][c:37]2[cH:38][cH:39][cH:40][cH:41][cH:42]2)[cH:3][cH:4][cH:5][cH:6][cH:7]1>>[c:2]1([N:8]([C:9](=[O:10])[c:11]2[cH:12][c:13]3[c:14]([n:15]([CH3:29])[c:16]([CH2:18][NH:19][c:20]4[cH:21][cH:22][c:23]([C:26](=[NH:27])[NH:28][C:44](=[O:45])[O:46][CH2:47][CH2:48][CH2:49][CH2:50][CH2:51][CH3:52])[cH:24][cH:25]4)[n:17]3)[cH:30][cH:31]2)[CH2:32][CH2:33][CH2:34][O:35][CH2:36][c:37]2[cH:38][cH:39][cH:40][cH:41][cH:42]2)[cH:3][cH:4][cH:5][cH:6][cH:7]1. The reactants are BrC1=CC(=C(N)C=C1)[N+](=O)[O-] (4-bromo-2-nitroaniline), ClCC(=O)Cl (2-chloroacetyl chloride). The product is BrC1=CC(=C(C=C1)NC(CCl)=O)[N+](=O)[O-] (N-(4-bromo-2-nitrophenyl)-2-chloroacetamide). The yield is 95.7%. RXN SMILES: [Br:1][C:2]1[CH:8]=[CH:7][C:5]([NH2:6])=[C:4]([N+:9]([O-:11])=[O:10])[CH:3]=1.[Cl:12][CH2:13][C:14](Cl)=[O:15]>>[Br:1][C:2]1[CH:8]=[CH:7][C:5]([NH:6][C:14](=[O:15])[CH2:13][Cl:12])=[C:4]([N+:9]([O-:11])=[O:10])[CH:3]=1. Procedure details: To a solution of 4-bromo-2-nitroaniline (15.0 g, 69.1 mmol) was added drop wise 2-chloroacetyl chloride (9.4 g, 82.9 mmol) under nitrogen. After refluxing for 1.5 h, the reaction mixture was cooled to ambient temperature and the solvent was removed under reduced pressure. Crystallization from ethyl acetate/hexane afforded N-(4-bromo-2-nitrophenyl)-2-chloroacetamide (19.4 g, 66.1 mmol, 96%) as yellow needles.